This data is from the Open Reaction Database (ORD), a public repository of structured organic reaction records. The task is: describe an organic reaction: reactants, conditions, products, and yield Conditions: time 30 minute. Yields the product COC1=CC=C(C(=O)NC2=C(C=C3C(=C2)OCO3)CCC3=NC=CC=C3)C=C1 (4-methoxy-4',5'-methylenedioxy-2'-[2-(2-pyridyl)ethyl]benzanilide). The reagents and catalysts are [Pd] (palladium on carbon). RXN SMILES: [CH2:1]1[O:17][C:16]2[C:3](=[CH:4][C:5]([N+:18]([O-])=O)=[C:6]([CH:15]=2)[CH:7]=[CH:8][C:9]2[CH:14]=[CH:13][CH:12]=[CH:11][N:10]=2)[O:2]1.C(O)C.[C:24](Cl)(=[O:33])[C:25]1[CH:30]=[CH:29][C:28]([O:31][CH3:32])=[CH:27][CH:26]=1>[Pd].C(OCC)(=O)C>[CH3:32][O:31][C:28]1[CH:29]=[CH:30][C:25]([C:24]([NH:18][C:5]2[CH:4]=[C:3]3[O:2][CH2:1][O:17][C:16]3=[CH:15][C:6]=2[CH2:7][CH2:8][C:9]2[CH:14]=[CH:13][CH:12]=[CH:11][N:10]=2)=[O:33])=[CH:26][CH:27]=1. Procedure: 2-(4,5-Methylenedioxy-2-nitrostyryl)pyridine (10.8 g., 0.04 mole) is hydrogenated on a Parr apparatus in 200 ml. of ethanol with 2.0 g. of 10% palladium on carbon as catalyst. After the reduction is complete, the mixture is filtered and the solvent evaporated. The residue consisting of 2-(4,5-methylenedioxy-2-aminophenethyl)pyridine is immediately dissolved in pyridine (100 ml.) and anisoyl chloride (7.5 g., 0.044 mole) added. The solution is stirred for 30 min. A basic workup according to the p... The reactants are C1OC2=CC(=C(C=CC3=NC=CC=C3)C=C2O1)[N+](=O)[O-] (2-(4,5-Methylenedioxy-2-nitrostyryl)pyridine), C(C)O (ethanol), C(C1=CC=C(C=C1)OC)(=O)Cl (anisoyl chloride). Run in C(C)(=O)OCC (ethyl acetate). Starting materials: ClCCl, O=C(OO)c1cccc(Cl)c1, C=CCCCCOC1CCCCO1. The product is C(CCC1CO1)COC1CCCCO1. RXN SMILES: [CH2:25]([Cl:26])[Cl:27].[Cl:14][c:15]1[cH:16][cH:17][cH:18][c:19]([C:20]([O:21][OH:23])=[O:22])[cH:24]1.[O:1]1[CH:2]([O:7][CH2:8][CH2:9][CH2:10][CH2:11][CH:12]=[CH2:13])[CH2:3][CH2:4][CH2:5][CH2:6]1>>[O:1]1[CH:2]([O:7][CH2:8][CH2:9][CH2:10][CH2:11][CH:12]2[CH2:13][O:22]2)[CH2:3][CH2:4][CH2:5][CH2:6]1. The reactants are N12CC(C(CC1)CC2)O (3-Quinuclidinol), C1(CCCCC1)C(C(=O)OCC)(O)C#CC1=CC=CC=C1 (Ethyl α-cyclohexyl-α-phenylethynylglycolate), [Na] (sodium), [Na] (sodium). Solvent: C1(=CC=CC=C1)C (toluene), C1(=CC=CC=C1)C (toluene), C1(=CC=CC=C1)C (toluene). Yields the product C1(CCCCC1)C(C(=O)OC1CN2CCC1CC2)(O)C#CC2=CC=CC=C2 (3-Quinuclidyl α-Cyclohexyl-α-phenylethynyl-glycolate). The yield is 27.0%. Reaction SMILES: [N:1]12[CH2:8][CH2:7][CH:4]([CH2:5][CH2:6]1)[CH:3]([OH:9])[CH2:2]2.[Na].[CH:11]1([C:17]([C:24]#[C:25][C:26]2[CH:31]=[CH:30][CH:29]=[CH:28][CH:27]=2)([OH:23])[C:18](OCC)=[O:19])[CH2:16][CH2:15][CH2:14][CH2:13][CH2:12]1>C1(C)C=CC=CC=1>[CH:11]1([C:17]([C:24]#[C:25][C:26]2[CH:27]=[CH:28][CH:29]=[CH:30][CH:31]=2)([OH:23])[C:18]([O:9][CH:3]2[CH:4]3[CH2:7][CH2:8][N:1]([CH2:6][CH2:5]3)[CH2:2]2)=[O:19])[CH2:12][CH2:13][CH2:14][CH2:15][CH2:16]1 |^1:9|. Procedure details: 3-Quinuclidinol (2.5 g., 0.020 mole) was dissolved in 50 ml. of toluene and a small piece of sodium (~0.05 g.) was added. The toluene was refluxed for about 40 minutes until all the sodium had reacted. Ethyl α-cyclohexyl-α-phenylethynylglycolate (4.3 g., 0.015 mole) was subsequently added as a solution in 35 ml. of toluene, over an hour period, to the refluxing reaction mixture. The reaction mixture was refluxed for an additional 20 hours. During the last four hours about 40 ml. of solvent was d...